Dataset: the Open Reaction Database (ORD), a public repository of structured organic reaction records. Task: describe an organic reaction: reactants, conditions, products, and yield The reactants are ClCCCl, CCOCC, CO, ClCCl, Cl, Fc1ccc2[nH]c(CC3CCCCN3)nc2c1F, O=C(O)c1nc(CO)sc1-c1ccc(F)cc1, CN(C)C=O, On1nnc2ccccc21. The product is O=C(c1nc(CO)sc1-c1ccc(F)cc1)N1CCCCC1Cc1nc2c(F)c(F)ccc2[nH]1. RXN SMILES: [CH2:36]([Cl:37])[CH2:38][Cl:39].[CH3:56][CH2:57][O:58][CH2:59][CH3:60].[CH3:64][OH:65].[Cl:61][CH2:62][Cl:63].[ClH:40].[F:18][c:19]1[c:20]([F:35])[cH:21][cH:22][c:23]2[nH:24][c:25]([CH2:28][CH:29]3[NH:30][CH2:31][CH2:32][CH2:33][CH2:34]3)[n:26][c:27]12.[F:1][c:2]1[cH:3][cH:4][c:5](-[c:8]2[c:9]([C:15](=[O:16])[OH:17])[n:10][c:11]([CH2:13][OH:14])[s:12]2)[cH:6][cH:7]1.[O:51]=[CH:52][N:53]([CH3:54])[CH3:55].[OH:41][n:42]1[c:43]2[cH:44][cH:45][cH:46][cH:47][c:48]2[n:49][n:50]1>>[F:1][c:2]1[cH:3][cH:4][c:5](-[c:8]2[c:9]([C:15](=[O:17])[N:30]3[CH:29]([CH2:28][c:25]4[nH:24][c:23]5[cH:22][cH:21][c:20]([F:35])[c:19]([F:18])[c:27]5[n:26]4)[CH2:34][CH2:33][CH2:32][CH2:31]3)[n:10][c:11]([CH2:13][OH:14])[s:12]2)[cH:6][cH:7]1. Reactants: C(CCCCCCCC(=O)O)(=O)O (azelaic acid), C1CO1 (ethylene oxide), C(C(C)C)C(=O)C (methyl isobutyl ketone). Reagents/catalysts: catalyst. Yields the product OCCOC(CCCCCCCC(=O)OCCO)=O (bis(2-hydroxyethyl)azelate). Reaction SMILES: [C:1]([OH:13])(=[O:12])[CH2:2][CH2:3][CH2:4][CH2:5][CH2:6][CH2:7][CH2:8][C:9]([OH:11])=[O:10].[CH2:14]1[O:16][CH2:15]1.[CH2:17]([C:21](C)=[O:22])C(C)C>>[OH:22][CH2:21][CH2:17][O:10][C:9](=[O:11])[CH2:8][CH2:7][CH2:6][CH2:5][CH2:4][CH2:3][CH2:2][C:1]([O:13][CH2:15][CH2:14][OH:16])=[O:12]. Procedure details: The reaction of 0.25 moles azelaic acid with 0.55 moles ethylene oxide under pressure using methyl isobutyl ketone in the presence of the catalyst of Example II (0.15% by wt. of total system) at 153° C gave bis(2-hydroxyethyl)azelate in quantitative crude yield. The material was isolated as a grey-white solid melting at 46°-47° C from a n-butyl chloride-acetone mixture in 88.5% yield. Reactants: ClC1=CC=C2C(=N1)CC(N2)=O (5-chloro-1H-pyrrolo[3,2-b]pyridin-2(3H)-one), N1=CC=C(C=C1)/C=C/C1=NNC2=CC(=CC=C12)C=O ((E)-3-(2-(pyridin-4-yl)vinyl)-1H-indazole-6-carbaldehyde). Product: ClC1=CC=C2C(=N1)C(C(N2)=O)=CC2=CC=C1C(=NNC1=C2)\C=C\C2=CC=NC=C2 (5-chloro-3-((3-((E)-2-(pyridin-4-yl)vinyl)-1H-indazol-6-yl)methylene)-1H-pyrrolo[3,2-b]pyridin-2(3H)-one). Yield: 78.8%. RXN SMILES: [Cl:1][C:2]1[N:7]=[C:6]2[CH2:8][C:9](=[O:11])[NH:10][C:5]2=[CH:4][CH:3]=1.[N:12]1[CH:17]=[CH:16][C:15](/[CH:18]=[CH:19]/[C:20]2[C:28]3[C:23](=[CH:24][C:25]([CH:29]=O)=[CH:26][CH:27]=3)[NH:22][N:21]=2)=[CH:14][CH:13]=1>>[Cl:1][C:2]1[N:7]=[C:6]2[C:8](=[CH:29][C:25]3[CH:24]=[C:23]4[C:28]([C:20](/[CH:19]=[CH:18]/[C:15]5[CH:14]=[CH:13][N:12]=[CH:17][CH:16]=5)=[N:21][NH:22]4)=[CH:27][CH:26]=3)[C:9](=[O:11])[NH:10][C:5]2=[CH:4][CH:3]=1. Reported procedure: The title compound (E/Z=3:1, 63 mg, 84%) was synthesized as an orange solid according to the method described for Example A67 (oil temp 70° C., reflux 60 min) using 5-chloro-1H-pyrrolo[3,2-b]pyridin-2(3H)-one (33.7 mg, 0.2 mmol) and (E)-3-(2-(pyridin-4-yl)vinyl)-1H-indazole-6-carbaldehyde (49.8 mg, 0.2 mmol). 1H NMR (400 MHz, DMSO-d6) E isomer: δ 13.83 (s, 1H), 10.92 (s, 1H), 8.91 (s, 1H), 8.57 (d, J=6.0 Hz, 3H), 8.37 (d, J=8.8 Hz, 1H), 7.95 (s, 1H), 7.90 (d, J=16.4 Hz, 1H), 7.75-7.70 (m, 2H), 7...